From a dataset of the Open Reaction Database (ORD), a public repository of structured organic reaction records. describe an organic reaction: reactants, conditions, products, and yield Reactants: O1C(=NC2=C1C=CC=C2)C=2C(=NC=C(C2)B2OC(C(O2)(C)C)(C)C)N(C(OC(C)(C)C)=O)C(=O)OC(C)(C)C (Tert-butyl N-[3-(1,3-benzoxazol-2-yl)-5-(4,4,5,5-tetramethyl-1,3,2-dioxaborolan-2-yl)-2-pyridyl]-N-tert-butoxycarbonyl-carbamate), BrC=1C=NN(C1CO)C1CCN(CC1)C(=O)OC(C)(C)C (tert-butyl 4-(4-bromo-5-(hydroxymethyl)pyrazol-1-yl)piperidine-1-carboxylate), [F-].[Cs+] (caesium fluoride). The reagents and catalysts are [Pd](Cl)Cl.C1(=CC=CC=C1)P(C1=CC=CC=C1)C1=CC=CC=C1.C1(=CC=CC=C1)P(C1=CC=CC=C1)C1=CC=CC=C1 (bis(triphenylphosphine) palladium chloride). Solvent: CO (Methanol). Run at temperature 120 celsius. The product is NC1=C(C=C(C=N1)C1=C(N(N=C1)C1CCNCC1)CO)C=1OC2=C(N1)C=CC=C2 ([4-[6-amino-5-(1,3-benzoxazol-2-yl)-3-pyridyl]-2-(4-piperidyl)pyrazol-3-yl]methanol). Isolated yield 42.3%. RXN SMILES: [O:1]1[C:5]2[CH:6]=[CH:7][CH:8]=[CH:9][C:4]=2[N:3]=[C:2]1[C:10]1[C:11]([N:25](C(OC(C)(C)C)=O)C(=O)OC(C)(C)C)=[N:12][CH:13]=[C:14](B2OC(C)(C)C(C)(C)O2)[CH:15]=1.Br[C:41]1[CH:42]=[N:43][N:44]([CH:48]2[CH2:53][CH2:52][N:51](C(OC(C)(C)C)=O)[CH2:50][CH2:49]2)[C:45]=1[CH2:46][OH:47].[F-].[Cs+]>[Pd](Cl)Cl.C1(P(C2C=CC=CC=2)C2C=CC=CC=2)C=CC=CC=1.C1(P(C2C=CC=CC=2)C2C=CC=CC=2)C=CC=CC=1.CO>[NH2:25][C:11]1[N:12]=[CH:13][C:14]([C:41]2[CH:42]=[N:43][N:44]([CH:48]3[CH2:49][CH2:50][NH:51][CH2:52][CH2:53]3)[C:45]=2[CH2:46][OH:47])=[CH:15][C:10]=1[C:2]1[O:1][C:5]2[CH:6]=[CH:7][CH:8]=[CH:9][C:4]=2[N:3]=1 |f:2.3,4.5.6|. Procedure details: Tert-butyl N-[3-(1,3-benzoxazol-2-yl)-5-(4,4,5,5-tetramethyl-1,3,2-dioxaborolan-2-yl)-2-pyridyl]-N-tert-butoxycarbonyl-carbamate (250 mg), tert-butyl 4-(4-bromo-5-(hydroxymethyl)pyrazol-1-yl)piperidine-1-carboxylate (131 mg), bis(triphenylphosphine) palladium chloride (12.73 mg) and caesium fluoride (165 mg) were weighed out in a microwave vial and sealed. Methanol (3 ml) was added and argon was let to bubble in the resulting suspension for 5 minutes. The resulting mixture was heated in the micr... The reactants are CSCc1cccc2cc[nH]c12, COc1ccc(C(C)(O)C2CC2)cc1F, ClCCl, O=C(O)C(F)(F)F. The product is COc1ccc(C(C)(c2c[nH]c3c(CSC)cccc23)C2CC2)cc1F. Reaction SMILES: [CH3:23][S:24][CH2:25][c:26]1[cH:27][cH:28][cH:29][c:30]2[cH:31][cH:32][nH:33][c:34]12.[CH:1]1([C:4]([CH3:5])([OH:6])[c:7]2[cH:8][c:9]([F:15])[c:10]([O:13][CH3:14])[cH:11][cH:12]2)[CH2:2][CH2:3]1.[Cl:35][CH2:36][Cl:37].[OH:16][C:17]([C:18]([F:19])([F:20])[F:21])=[O:22]>>[CH:1]1([C:4]([CH3:5])([c:7]2[cH:8][c:9]([F:15])[c:10]([O:13][CH3:14])[cH:11][cH:12]2)[c:31]2[c:30]3[cH:29][cH:28][cH:27][c:26]([CH2:25][S:24][CH3:23])[c:34]3[nH:33][cH:32]2)[CH2:2][CH2:3]1. The reactants are CC1(C)CN(Cc2ccc(F)cc2)C(=O)C(O)O1, Cc1cn(-c2ccc(C=O)cc2F)cn1, O=S(Cl)Cl, c1ccc(P(c2ccccc2)c2ccccc2)cc1. The product is Cc1cn(-c2ccc(C=C3OC(C)(C)CN(Cc4ccc(F)cc4)C3=O)cc2F)cn1. As a reaction SMILES: [F:1][c:2]1[cH:3][cH:4][c:5]([CH2:6][N:7]2[C:8](=[O:16])[CH:9]([OH:15])[O:10][C:11]([CH3:13])([CH3:14])[CH2:12]2)[cH:17][cH:18]1.[F:42][c:43]1[cH:44][c:45]([CH:46]=[O:47])[cH:48][cH:49][c:50]1-[n:51]1[cH:52][n:53][c:54]([CH3:56])[cH:55]1.[S:19]([Cl:20])([Cl:21])=[O:22].[c:23]1([P:24]([c:25]2[cH:26][cH:27][cH:28][cH:29][cH:30]2)[c:31]2[cH:32][cH:33][cH:34][cH:35][cH:36]2)[cH:37][cH:38][cH:39][cH:40][cH:41]1>>[F:1][c:2]1[cH:3][cH:4][c:5]([CH2:6][N:7]2[C:8](=[O:16])[C:9](=[CH:46][c:45]3[cH:44][c:43]([F:42])[c:50](-[n:51]4[cH:52][n:53][c:54]([CH3:56])[cH:55]4)[cH:49][cH:48]3)[O:10][C:11]([CH3:13])([CH3:14])[CH2:12]2)[cH:17][cH:18]1.